This data is from the Open Reaction Database (ORD), a public repository of structured organic reaction records. The task is: describe an organic reaction: reactants, conditions, products, and yield The reactants are CC(C)(C)OC(=O)NC(CO)Cc1ccc(Br)cc1, O=C1NC(=O)c2ccccc21, CC(C)OC(=O)N=NC(=O)OC(C)C, C1CCOC1. Product: CC(C)(C)OC(=O)NC(Cc1ccc(Br)cc1)CN1C(=O)c2ccccc2C1=O. As a reaction SMILES: [Br:1][c:2]1[cH:3][cH:4][c:5]([CH2:8][CH:9]([CH2:10][OH:11])[NH:12][C:13]([O:14][C:15]([CH3:16])([CH3:17])[CH3:18])=[O:19])[cH:6][cH:7]1.[O:20]=[C:21]1[NH:22][C:23](=[O:24])[c:25]2[cH:26][cH:27][cH:28][cH:29][c:30]21.[O:31]=[C:32]([O:33][CH:34]([CH3:35])[CH3:36])[N:37]=[N:38][C:39]([O:40][CH:41]([CH3:42])[CH3:43])=[O:44].[O:45]1[CH2:46][CH2:47][CH2:48][CH2:49]1>>[Br:1][c:2]1[cH:3][cH:4][c:5]([CH2:8][CH:9]([CH2:10][N:22]2[C:21](=[O:20])[c:30]3[c:25]([cH:26][cH:27][cH:28][cH:29]3)[C:23]2=[O:24])[NH:12][C:13]([O:14][C:15]([CH3:16])([CH3:17])[CH3:18])=[O:19])[cH:6][cH:7]1.